From a dataset of the Open Reaction Database (ORD), a public repository of structured organic reaction records. describe an organic reaction: reactants, conditions, products, and yield The reactants are C(C)OP(OCC)(=O)CSCCO (diethyl-2-hydroxyethylthiomethylphosphonate), C1(=CC=CC=C1)P(C1=CC=CC=C1)C1=CC=CC=C1 (triphenylphosphine), CCOC(=O)/N=N/C(=O)OCC (diethylazodicarboxylate), ON1C2=NC=NC(=C2N=C1)N1C(C=2C(C1=O)=CC=CC2)=O (9-hydroxy-6-phthalimidopurine). Run in O1CCCC1 (tetrahydrofuran), O1CCCC1 (tetrahydrofuran). The product is C(C)OP(=O)(OCC)CSCCON1C2=NC=NC(=C2N=C1)N1C(C=2C(C1=O)=CC=CC2)=O (9-[2-(diethoxyphosphorylmethylthio)ethoxy]-6-phthalimidopurine). The yield is 45.8%. As a reaction SMILES: [OH:1][N:2]1[CH:10]=[N:9][C:8]2[C:3]1=[N:4][CH:5]=[N:6][C:7]=2[N:11]1[C:15](=[O:16])[C:14]2=[CH:17][CH:18]=[CH:19][CH:20]=[C:13]2[C:12]1=[O:21].[CH2:22]([O:24][P:25]([CH2:30][S:31][CH2:32][CH2:33]O)(=[O:29])[O:26][CH2:27][CH3:28])[CH3:23].C1(P(C2C=CC=CC=2)C2C=CC=CC=2)C=CC=CC=1.CCOC(/N=N/C(OCC)=O)=O>O1CCCC1>[CH2:22]([O:24][P:25]([CH2:30][S:31][CH2:32][CH2:33][O:1][N:2]1[CH:10]=[N:9][C:8]2[C:3]1=[N:4][CH:5]=[N:6][C:7]=2[N:11]1[C:15](=[O:16])[C:14]2=[CH:17][CH:18]=[CH:19][CH:20]=[C:13]2[C:12]1=[O:21])([O:26][CH2:27][CH3:28])=[O:29])[CH3:23]. Procedure details: A mixture of 9-hydroxy-6-phthalimidopurine (0.5 g, 2.2 mmol). diethyl-2-hydroxyethylthiomethylphosphonate (0.45 g. 2 mmol) and triphenylphosphine (0.52 g, 2 mmol) was dissolved in dry tetrahydrofuran (20 ml) and cooled to 0°-5° C. A solution of diethylazodicarboxylate (0.348 g, 2.0 mmol) in dry tetrahydrofuran (10 ml) was added dropwise with stirring, and after the addition was completed the reaction was stirred at room temperature for 18 hours. The solvent was then removed in vacuo, and the res... Reactants: FC=1C=C(C(=O)CNC2=C(C=CC(=C2)OC)C2CC=3C=CC(=CC3CC2)OC(C(C)(C)C)=O)C=CC1O (pivalic acid 6-{2-[(3-fluoro-4-hydroxybenzoyl)methylamino]-4-methoxyphenyl}-5,6,7,8-tetrahydronaphthalen-2-yl ester), ClCC(=O)N(CC)CC (2-chloro-N,N-diethylacetamide). The product is C(C)N(CCOC1=C(C=C(CCNC2=C(C=CC(=C2)OC)C2CC=3C=CC(=CC3CC2)O)C=C1)F)CC (6-{2-{[4-(2-Diethylaminoethoxy)-3-fluorobenzyl]methylamino}-4-methoxyphenyl}-5,6,7,8-tetrahydronaphthalen-2-ol). The yield is 33.4%. RXN SMILES: [F:1][C:2]1[CH:3]=[C:4]([CH:34]=[CH:35][C:36]=1[OH:37])[C:5]([CH2:7][NH:8][C:9]1[CH:14]=[C:13]([O:15][CH3:16])[CH:12]=[CH:11][C:10]=1[CH:17]1[CH2:26][CH2:25][C:24]2[CH:23]=[C:22]([O:27]C(=O)C(C)(C)C)[CH:21]=[CH:20][C:19]=2[CH2:18]1)=O.Cl[CH2:39][C:40]([N:42]([CH2:45][CH3:46])[CH2:43][CH3:44])=O>>[CH2:43]([N:42]([CH2:45][CH3:46])[CH2:40][CH2:39][O:37][C:36]1[CH:35]=[CH:34][C:4]([CH2:5][CH2:7][NH:8][C:9]2[CH:14]=[C:13]([O:15][CH3:16])[CH:12]=[CH:11][C:10]=2[CH:17]2[CH2:26][CH2:25][C:24]3[CH:23]=[C:22]([OH:27])[CH:21]=[CH:20][C:19]=3[CH2:18]2)=[CH:3][C:2]=1[F:1])[CH3:44]. Procedure details: Synthesized from pivalic acid 6-{2-[(3-fluoro-4-hydroxybenzoyl)methylamino]-4-methoxyphenyl}-5,6,7,8-tetrahydronaphthalen-2-yl ester (20 mg) and 2-chloro-N,N-diethylacetamide (12 mg) according to an analogous synthetic method to Example 404 and purified by LC-MS, the title compound (6.7 mg) was obtained. The reactants are Cl.BrC1=CC=NC=C1 (4-bromopyridine hydrochloride), OS(=O)(=O)O (H2SO4), C(C(=O)C)(=O)OC (methyl pyruvate), OO (hydrogen peroxide). The reagents and catalysts are O.O.O.O.O.O.O.S(=O)(=O)([O-])[O-].[Fe+2] (iron(II) sulphate heptahydrate). The solvent is C(Cl)Cl (DCM), C(=O)(O)[O-].[Na+] (NaHCO3), C(Cl)Cl.O (DCM water), O (water). Run at time 15 minute. Product: BrC1=CC(=NC=C1)C(=O)OC (Methyl 4-bromopyridine-2-carboxylate). RXN SMILES: Cl.[Br:2][C:3]1[CH:8]=[CH:7][N:6]=[CH:5][CH:4]=1.OS(O)(=O)=O.[C:14]([O:19][CH3:20])(=[O:18])C(C)=O.OO>C(Cl)Cl.C([O-])(O)=O.[Na+].O.O.O.O.O.O.O.O.S([O-])([O-])(=O)=O.[Fe+2].C(Cl)Cl.O>[Br:2][C:3]1[CH:8]=[CH:7][N:6]=[C:5]([C:14]([O:19][CH3:20])=[O:18])[CH:4]=1 |f:0.1,6.7,9.10.11.12.13.14.15.16.17,18.19|. Procedure details: A solution of 4-bromopyridine hydrochloride (595 mg, 3.06 mmol) in DCM (20 mL) is washed with aqueous NaHCO3 (2×20 mL), dried (MgSO4) and filtered. The filtrate is made up to 45 mL by the addition of more DCM, then water (3 mL) is added, followed by iron(II) sulphate heptahydrate (8.51 g, 30.6 mmol) and conc. H2SO4 (0.95 mL, 9.18 mmol). In a separate flask, methyl pyruvate (4.15 mL, 46 mmol) is treated with hydrogen peroxide (3.5 mL, 30.6 mmol, 30% solution in water) at −10° C., then this soluti...